From a dataset of the Open Reaction Database (ORD), a public repository of structured organic reaction records. describe an organic reaction: reactants, conditions, products, and yield Starting materials: OCC1CC1, Cl, Fc1ccc(-c2nc(-c3ccc4[nH]cnc4c3)no2)cc1C(F)(F)F, [H-], [Na+], C1COCCO1, CN(C)C=O, O. The product is FC(F)(F)c1cc(-c2nc(-c3ccc4[nH]cnc4c3)no2)ccc1OCC1CC1, Cl. Reaction SMILES: [CH:3]1([CH2:6][OH:7])[CH2:4][CH2:5]1.[ClH:33].[F:8][c:9]1[c:10]([C:29]([F:30])([F:31])[F:32])[cH:11][c:12](-[c:15]2[n:16][c:17](-[c:20]3[cH:21][c:22]4[c:23]([nH:24][cH:25][n:26]4)[cH:27][cH:28]3)[n:18][o:19]2)[cH:13][cH:14]1.[H-:2].[Na+:1].[O:34]1[CH2:35][CH2:36][O:37][CH2:38][CH2:39]1.[O:40]=[CH:41][N:42]([CH3:43])[CH3:44].[OH2:45]>>[CH:3]1([CH2:6][O:7][c:9]2[c:10]([C:29]([F:30])([F:31])[F:32])[cH:11][c:12](-[c:15]3[n:16][c:17](-[c:20]4[cH:21][c:22]5[c:23]([nH:24][cH:25][n:26]5)[cH:27][cH:28]4)[n:18][o:19]3)[cH:13][cH:14]2)[CH2:4][CH2:5]1.[ClH:33]. Starting materials: [BH4-].[Li+] (lithium borohydride), O1CCCC1 (tetrahydrofuran), ClC=1C=C(OCC2CN(C(O2)=O)C(C(=O)OC)C(C)C)C=CC1 (methyl 2-[5-(3-chlorophenoxymethyl)-2-oxooxazolidin-3-yl]-3-methylbutanoate). Solvent: CO (methanol). Product: ClC=1C=C(OCC2CN(C(O2)=O)C(CO)C(C)C)C=CC1 (2-[5-(3-Chlorophenoxymethyl)-2-oxooxazolidin-3-yl]-3-methylbutanol). The yield is 97.5%. Reaction SMILES: [Cl:1][C:2]1[CH:3]=[C:4]([CH:21]=[CH:22][CH:23]=1)[O:5][CH2:6][CH:7]1[O:11][C:10](=[O:12])[N:9]([CH:13]([CH:18]([CH3:20])[CH3:19])[C:14](OC)=[O:15])[CH2:8]1.[BH4-].[Li+].O1CCCC1>CO>[Cl:1][C:2]1[CH:3]=[C:4]([CH:21]=[CH:22][CH:23]=1)[O:5][CH2:6][CH:7]1[O:11][C:10](=[O:12])[N:9]([CH:13]([CH:18]([CH3:19])[CH3:20])[CH2:14][OH:15])[CH2:8]1 |f:1.2|. Reported procedure: A procedure similar to that described in Preparation 5 was repeated, except that 1.14 g of methyl 2-[5-(3-chlorophenoxymethyl)-2-oxooxazolidin-3-yl]-3-methylbutanoate (less polar isomer), obtained as described in Preparation 99, 144 mg of lithium borohydride, 12 ml of anhydrous tetrahydrofuran and 105 mg of anhydrous methanol were used, to give 1.02 g of the title compound having an Rf value of 0.26 (on silica gel thin layer chromatography, using a 1:1 mixture of ethyl acetate and hexane as the ... Starting materials: CC(C)(C)[SiH2]OC(C)(C)c1cc(Br)c(C=O)s1, NN=C(c1ccccc1)c1ccccc1, CCO. The product is CC(C)(C)[SiH2]OC(C)(C)c1cc(Br)c(C=NN=C(c2ccccc2)c2ccccc2)s1. Reaction SMILES: [Br:1][c:2]1[c:3]([CH:16]=[O:17])[s:4][c:5]([C:7]([O:8][SiH2:9][C:10]([CH3:11])([CH3:12])[CH3:13])([CH3:14])[CH3:15])[cH:6]1.[C:18]([c:19]1[cH:20][cH:21][cH:22][cH:23][cH:24]1)([c:25]1[cH:26][cH:27][cH:28][cH:29][cH:30]1)=[N:31][NH2:32].[CH3:33][CH2:34][OH:35]>>[Br:1][c:2]1[c:3]([CH:16]=[N:32][N:31]=[C:18]([c:19]2[cH:20][cH:21][cH:22][cH:23][cH:24]2)[c:25]2[cH:26][cH:27][cH:28][cH:29][cH:30]2)[s:4][c:5]([C:7]([O:8][SiH2:9][C:10]([CH3:11])([CH3:12])[CH3:13])([CH3:14])[CH3:15])[cH:6]1.